From a dataset of the Open Reaction Database (ORD), a public repository of structured organic reaction records. describe an organic reaction: reactants, conditions, products, and yield Run in O (water). RXN SMILES: N([O-])=O.[Na+].N[C:6]1[CH:30]=[CH:29][C:9]([O:10][C:11]2[C:12]([C:23]3[CH:28]=[CH:27][CH:26]=[CH:25][CH:24]=3)=[N:13][N:14]([CH3:22])[C:15]=2[C:16]2[CH:21]=[CH:20][CH:19]=[CH:18][CH:17]=2)=[CH:8][CH:7]=1.[ClH:31]>O>[Cl:31][C:6]1[CH:30]=[CH:29][C:9]([O:10][C:11]2[C:12]([C:23]3[CH:28]=[CH:27][CH:26]=[CH:25][CH:24]=3)=[N:13][N:14]([CH3:22])[C:15]=2[C:16]2[CH:21]=[CH:20][CH:19]=[CH:18][CH:17]=2)=[CH:8][CH:7]=1 |f:0.1|. Procedure details: A solution of sodium nitrite (3.1 g, 0.0442 mole) in water (10 ml) is added slowly at 0° C. to 5° C. to a well stirred, chilled solution of 4-(p-aminophenoxy)-1-methyl-3,5-diphenylpyrazole (15.1 g, 0.0442 mole) in concentrated hydrochloric acid (50 ml). Starting materials: NC1=CC=C(OC=2C(=NN(C2C2=CC=CC=C2)C)C2=CC=CC=C2)C=C1 (4-(p-aminophenoxy)-1-methyl-3,5-diphenylpyrazole), Cl (hydrochloric acid), N(=O)[O-].[Na+] (sodium nitrite). The product is ClC1=CC=C(OC=2C(=NN(C2C2=CC=CC=C2)C)C2=CC=CC=C2)C=C1 (4-(p-Chlorophenoxy)-1-methyl-3,5-diphenylpyrazole).